Dataset: the Open Reaction Database (ORD), a public repository of structured organic reaction records. Task: describe an organic reaction: reactants, conditions, products, and yield Starting materials: NC1=CC=2C3=C(C(NC2C=C1)=O)NC=C3.Cl.C(C)C(=O)O (8-amino-4-oxo-4,5-dihydro-3H-pyrrolo[2,3-c]quinoline 1-ethyl carboxylate hydrochloride), BrC1=CC=C(C=C1)S(=O)(=O)Cl (4-bromo-benzenesulfonyl chloride). The product is BrC1=CC=C(C=C1)S(=O)(=O)NC1=CC=2C3=C(C(NC2C=C1)=O)NC=C3.C(C)C(=O)[O-] (8-(4-bromo-benzenesulfonylamino)-4-oxo-4,5-dihydro-3H-pyrrolo[2,3-c]quinoline 1-ethyl carboxylate). The yield is 40.7%. Reaction SMILES: [NH2:1][C:2]1[CH:11]=[CH:10][C:9]2[NH:8][C:7](=[O:12])[C:6]3[NH:13][CH:14]=[CH:15][C:5]=3[C:4]=2[CH:3]=1.Cl.[CH2:17]([C:19]([OH:21])=[O:20])[CH3:18].[Br:22][C:23]1[CH:28]=[CH:27][C:26]([S:29](Cl)(=[O:31])=[O:30])=[CH:25][CH:24]=1>>[Br:22][C:23]1[CH:28]=[CH:27][C:26]([S:29]([NH:1][C:2]2[CH:11]=[CH:10][C:9]3[NH:8][C:7](=[O:12])[C:6]4[NH:13][CH:14]=[CH:15][C:5]=4[C:4]=3[CH:3]=2)(=[O:31])=[O:30])=[CH:25][CH:24]=1.[CH2:17]([C:19]([O-:21])=[O:20])[CH3:18] |f:0.1.2,4.5|. Reported procedure: This compound is prepared according to synthesis 43, from 60 mg (0.20 mmol) of 8-amino-4-oxo-4,5-dihydro-3H-pyrrolo[2,3-c]quinoline-1-ethyl carboxylate hydrochloride (synthesis 64) and 52 mg (0.21 mmol) of 4-bromo-benzenesulfonyl chloride. After recrystallization from methanol, 40 mg (42%) of 8-(4-bromo-benzenesulfonylamino)-4-oxo-4,5-dihydro-3H-pyrrolo[2,3-c]quinoline-1-ethyl carboxylate is obtained in the form of a light brown solid. Starting materials: C(C1=CC=CC=C1)(=O)N=C=S (Benzoyl isothiocyanate), N[C@]1(COCC[C@H]1CO)C1=CC=CC=2OC(OC21)(F)F ((±)-[(3S*,4R*)-3-amino-3-(2,2-difluorobenzo[1,3]dioxol-4-yl)tetrahydropyran-4-yl]methanol). Solvent: ClCCl (dichloromethane). Reaction conditions: time 3 hour. Product: FC1(OC2=C(O1)C=CC=C2[C@@]21COCC[C@H]1CSC(=N2)N)F ((±)-(4aR*,8aS*)-8a-(2,2-difluorobenzo[1,3]dioxol-4-yl)-4,4a,5,6,8,8a-hexahydro-7-oxa-3-thia-1-azanaphthalen-2-ylamine). RXN SMILES: C([N:9]=[C:10]=[S:11])(=O)C1C=CC=CC=1.[NH2:12][C@:13]1([C:21]2[C:29]3[O:28][C:27]([F:31])([F:30])[O:26][C:25]=3[CH:24]=[CH:23][CH:22]=2)[C@H:18]([CH2:19]O)[CH2:17][CH2:16][O:15][CH2:14]1>ClCCl>[F:30][C:27]1([F:31])[O:26][C:25]2[CH:24]=[CH:23][CH:22]=[C:21]([C@@:13]34[N:12]=[C:10]([NH2:9])[S:11][CH2:19][C@@H:18]3[CH2:17][CH2:16][O:15][CH2:14]4)[C:29]=2[O:28]1. Procedure: Benzoyl isothiocyanate (372 μl) was added to a solution of (±)-[(3S*,4R*)-3-amino-3-(2,2-difluorobenzo[1,3]dioxol-4-yl)tetrahydropyran-4-yl]methanol (661 mg) in dichloromethane (9.53 ml). The mixture was stirred at room temperature for three hours, and then the solvent was evaporated under reduced pressure. The residue was purified by silica gel column chromatography. The resulting intermediate was dissolved in methanol (20 ml). Concentrated hydrochloric acid (five drops) was added and the mixtu...